This data is from the Open Reaction Database (ORD), a public repository of structured organic reaction records. The task is: describe an organic reaction: reactants, conditions, products, and yield Starting materials: BrBr (bromine), COC(=O)C=1SC(=C(C1)C)C1=CC=C(C=C1)OC (methyl-5-(4-methoxyphenyl)-4-methylthiophene-2-carboxylate). The solvent is C(C)(=O)O (acetic acid). Reaction conditions: time 16 hour. The product is BrC=1C=C(C=CC1OC)C1=C(C=C(S1)C(=O)OC)C (Methyl 5-(3-bromo-4-methoxyphenyl)-4-methylthiophene-2-carboxylate). The yield is 90.0%. Reaction SMILES: [Br:1]Br.[CH3:3][O:4][C:5]([C:7]1[S:8][C:9]([C:13]2[CH:18]=[CH:17][C:16]([O:19][CH3:20])=[CH:15][CH:14]=2)=[C:10]([CH3:12])[CH:11]=1)=[O:6]>C(O)(=O)C>[Br:1][C:17]1[CH:18]=[C:13]([C:9]2[S:8][C:7]([C:5]([O:4][CH3:3])=[O:6])=[CH:11][C:10]=2[CH3:12])[CH:14]=[CH:15][C:16]=1[O:19][CH3:20]. Reported procedure: Liquid bromine (1.8 g, 0.57 ml, 11.43 mmol) was added drop wise to a stirred solution of methyl-5-(4-methoxyphenyl)-4-methylthiophene-2-carboxylate (prepared according to the procedure reported in WO 2007/092751, 2.0 g, 7.62 mmol) in acetic acid (20 ml) at a temperature of about 25° C. The resulting mixture was stirred at the same temperature for 16 hours. The progress of reaction was monitored by TLC. The reaction mixture was poured onto ice water (100 ml). The mixture so obtained was extracted... The reactants are O1C(COC2=CC=C(C=C2)CC(C)=O)C1 (4-(2,3-epoxypropoxy)-phenylacetone), COC1=C(C=CC=C1)N1CCNCC1 (2-methoxyphenyl-piperazine). Reaction SMILES: [O:1]1[CH2:15][CH:2]1[CH2:3][O:4][C:5]1[CH:10]=[CH:9][C:8]([CH2:11][C:12](=[O:14])[CH3:13])=[CH:7][CH:6]=1.[CH3:16][O:17][C:18]1[CH:23]=[CH:22][CH:21]=[CH:20][C:19]=1[N:24]1[CH2:29][CH2:28][NH:27][CH2:26][CH2:25]1>C(O)C>[CH2:11]([C:8]1[CH:9]=[CH:10][C:5]([O:4][CH2:3][CH:2]([OH:1])[CH2:15][N:27]2[CH2:26][CH2:25][N:24]([C:19]3[CH:20]=[CH:21][CH:22]=[CH:23][C:18]=3[O:17][CH3:16])[CH2:29][CH2:28]2)=[CH:6][CH:7]=1)[C:12](=[O:14])[CH3:13]. Solvent: C(C)O (ethanol). Procedure details: 30.0 g of 4-(2,3-epoxypropoxy)-phenylacetone and 25.6 g of 2-methoxyphenyl-piperazine are heated under reflux in 300 ml of ethanol for 3 hours. The solvent is then distilled off. The residue is made to crystallise with ethyl acetate/hexane. 32.5 g of 1-[4-(propan-2-on-yl)-phenoxy]-3-[4-(2-methoxyphenyl)-piperazin-1-yl]-propan-2-ol are obtained. Product: C(C(C)=O)C1=CC=C(OCC(CN2CCN(CC2)C2=C(C=CC=C2)OC)O)C=C1 (1-[4-(propan-2-on-yl)-phenoxy]-3-[4-(2-methoxyphenyl)-piperazin-1-yl]-propan-2-ol). The yield is 61.2%. Reactants: N1(N=CN=C1)C1=CC=CC(=N1)C(CBr)=O (6-(1,2,4-triazol-1-yl)-2-(α-bromoacetyl)pyridine), C(C)OC=1C=C(C(=S)N)C=CC1OCC (3,4-diethoxythiobenzamide). Yields the product C(C)OC=1C=C(C=CC1OCC)C=1SC=C(N1)C1=NC(=CC=C1)N1N=CN=C1 (2-(3,4-diethoxyphenyl)-4-[6-(1,2,4-triazol-1-yl)-2-pyridyl]thiazole). As a reaction SMILES: [N:1]1([C:6]2[N:11]=[C:10]([C:12](=O)[CH2:13]Br)[CH:9]=[CH:8][CH:7]=2)[CH:5]=[N:4][CH:3]=[N:2]1.[CH2:16]([O:18][C:19]1[CH:20]=[C:21]([CH:25]=[CH:26][C:27]=1[O:28][CH2:29][CH3:30])[C:22]([NH2:24])=[S:23])[CH3:17]>>[CH2:16]([O:18][C:19]1[CH:20]=[C:21]([C:22]2[S:23][CH:13]=[C:12]([C:10]3[CH:9]=[CH:8][CH:7]=[C:6]([N:1]4[CH:5]=[N:4][CH:3]=[N:2]4)[N:11]=3)[N:24]=2)[CH:25]=[CH:26][C:27]=1[O:28][CH2:29][CH3:30])[CH3:17]. Procedure details: A reaction was conducted in the same manner as in Example 1, by using 6-(1,2,4-triazol-1-yl)-2-(α-bromoacetyl)pyridine and 3,4-diethoxythiobenzamide, to obtain 2-(3,4-diethoxyphenyl)-4-[6-(1,2,4-triazol-1-yl)-2-pyridyl]thiazole. The reactants are ClC1=CC(=CC(=N1)N1CCC(CC1)NC(OC(C)(C)C)=O)C1=NOC=N1 (Tert-butyl 1-[6-chloro-4-(1,2,4-oxadiazol-3-yl)pyridin-2-yl]piperidin-4-ylcarbamate), ClC1=CC(=CC(=N1)N1CCC(CC1)NC(OC(C)(C)C)=O)C1=NOC=N1 (Tert-butyl 1-[6-chloro-4-(1,2,4-oxadiazol-3-yl)pyridin-2-yl]piperidin-4-ylcarbamate). Solvent: Cl (HCl), O1CCOCC1 (dioxane). Run at time 2 hour. Yields the product Cl.ClC1=CC(=CC(=N1)N1CCC(CC1)N)C1=NOC=N1 (1-[6-Chloro-4-(1,2,4-oxadiazol-3-yl)pyridin-2-yl]piperidin-4-amine hydrochloride). RXN SMILES: [Cl:1][C:2]1[N:7]=[C:6]([N:8]2[CH2:13][CH2:12][CH:11]([NH:14]C(=O)OC(C)(C)C)[CH2:10][CH2:9]2)[CH:5]=[C:4]([C:22]2[N:26]=[CH:25][O:24][N:23]=2)[CH:3]=1>Cl.O1CCOCC1>[ClH:1].[Cl:1][C:2]1[N:7]=[C:6]([N:8]2[CH2:9][CH2:10][CH:11]([NH2:14])[CH2:12][CH2:13]2)[CH:5]=[C:4]([C:22]2[N:26]=[CH:25][O:24][N:23]=2)[CH:3]=1 |f:3.4|. Procedure: Tert-butyl 1-[6-chloro-4-(1,2,4-oxadiazol-3-yl)pyridin-2-yl]piperidin-4-ylcarbamate (Intermediate 55) (50 mg 0.13 mmol) was dissolved in 4 N HCl in dioxane (2 ml). The mixture was stirred at room temperature for 2 h. The solvent was concentrated in vacuo to afford the crude title compound which was used without further purification. (74 mg). The reactants are CC(C(C)C)OC=1C=CC=2CN(CCOC2N1)C(=O)OC(C)(C)C (tert-butyl 8-(1,2-dimethylpropoxy)-2,3-dihydropyrido[3,2-f][1,4]oxazepine-4(5H)-carboxylate), Cl.C(C)(=O)OCC (hydrogen chloride ethyl acetate). Reaction conditions: time 3 hour. Yields the product Cl.CC(C(C)C)OC=1C=CC=2CNCCOC2N1 (8-(1,2-dimethylpropoxy)-2,3,4,5-tetrahydropyrido[3,2-f][1,4]oxazepine hydrochloride). Yield: 52.0%. RXN SMILES: [CH3:1][CH:2]([O:6][C:7]1[CH:8]=[CH:9][C:10]2[CH2:11][N:12](C(OC(C)(C)C)=O)[CH2:13][CH2:14][O:15][C:16]=2[N:17]=1)[CH:3]([CH3:5])[CH3:4].[ClH:25].C(OCC)(=O)C>>[ClH:25].[CH3:1][CH:2]([O:6][C:7]1[CH:8]=[CH:9][C:10]2[CH2:11][NH:12][CH2:13][CH2:14][O:15][C:16]=2[N:17]=1)[CH:3]([CH3:4])[CH3:5] |f:1.2,3.4|. Procedure details: A mixture of the compound obtained in step 1 (0.36 g) and 4N hydrogen chloride/ethyl acetate (10 mL) was stirred at room temperature for 3 hr. The precipitate was collected by filtration, and the aqueous layer was basified and extracted with ethyl acetate and aqueous sodium hydroxide solution. The organic layer was washed with saturated brine and dried, and the solvent was evaporated under reduced pressure. Ethyl acetate was added to the residue, and 4N hydrogen chloride/ethyl acetate was added....